From a dataset of the Open Reaction Database (ORD), a public repository of structured organic reaction records. describe an organic reaction: reactants, conditions, products, and yield Reactants: Cl (hydrochloric acid), O1CCCC1 (tetrahydrofuran), CS(=O)(=O)C(=NC(C(=O)N1S(CC23C1CC(CC2)C3(C)C)(=O)=O)CC3=C(C=CC=C3)C=C)S(=O)(=O)C (2-(bis-methylsulfonyl-methyleneamino)-1-(10,10-dimethyl-3,3-dioxo-3-thia-4-aza-tricyclo[5.2.1.0 1,5]dec-4-yl)-3-(2-vinyl-phenyl)-propan-1-one), ( 5 ). The product is NC(C(=O)O)CC1=C(C=CC=C1)C=C (2-amino-3-(2-vinyl-phenyl)-propionic acid), ( 6 ). RXN SMILES: CS(C(S(C)(=O)=O)=[N:6][CH:7]([CH2:24][C:25]1[CH:30]=[CH:29][CH:28]=[CH:27][C:26]=1[CH:31]=[CH2:32])[C:8](N1C2CC3C(C)(C)C2(CC3)CS1(=O)=O)=[O:9])(=O)=O.Cl.[O:38]1CCCC1>>[NH2:6][CH:7]([CH2:24][C:25]1[CH:30]=[CH:29][CH:28]=[CH:27][C:26]=1[CH:31]=[CH2:32])[C:8]([OH:9])=[O:38]. Procedure details: For example, the appropriate 2-(bis-methylsulfonyl-methyleneamino)-1-(10,10-dimethyl-3,3-dioxo-3-thia-4-aza-tricyclo[5.2.1.0 1,5]dec-4-yl)-3-(2-vinyl-phenyl)-propan-1-one derivative of structure (5) is treated with a suitable acid such as aqueous hydrochloric acid in a suitable organic solvent such as tetrahydrofuran. The reaction is conducted at a temperature range of from -10° C. to room temperature and for a period of time ranging from 30 minutes to 20 hours. Evaporation of the solvent follow... Reactants: resultant mixture, COC(=O)C=1N=C(C2=CC(=CC=C2C1O)OC1=CC=CC=C1)C#N (1-cyano-4-hydroxy-7-phenoxy-isoquinoline-3-carboxylic acid methyl ester), NC(CC(=O)O)(C)C (3-amino-3-methyl-butyric acid), C[O-].[Na+] (NaOMe), Cl (HCl). The solvent is O (water), CN(C)C=O (DMF). Product: C(#N)C1=NC(=C(C2=CC=C(C=C12)OC1=CC=CC=C1)O)C(=O)NC(CC(=O)O)(C)C (3-[(1-Cyano-4-hydroxy-7-phenoxy-isoquinoline-3-carbonyl)-amino]-3-methyl-butyric acid). Isolated yield 41.0%. RXN SMILES: CO[C:3]([C:5]1[N:6]=[C:7]([C:23]#[N:24])[C:8]2[C:13]([C:14]=1[OH:15])=[CH:12][CH:11]=[C:10]([O:16][C:17]1[CH:22]=[CH:21][CH:20]=[CH:19][CH:18]=1)[CH:9]=2)=[O:4].[NH2:25][C:26]([CH3:32])([CH3:31])[CH2:27][C:28]([OH:30])=[O:29].C[O-].[Na+].Cl>CN(C=O)C.O>[C:23]([C:7]1[C:8]2[C:13](=[CH:12][CH:11]=[C:10]([O:16][C:17]3[CH:18]=[CH:19][CH:20]=[CH:21][CH:22]=3)[CH:9]=2)[C:14]([OH:15])=[C:5]([C:3]([NH:25][C:26]([CH3:32])([CH3:31])[CH2:27][C:28]([OH:30])=[O:29])=[O:4])[N:6]=1)#[N:24] |f:2.3|. Procedure: To mixture of 1-cyano-4-hydroxy-7-phenoxy-isoquinoline-3-carboxylic acid methyl ester (100 mg, 0.31 mmol) and 3-amino-3-methyl-butyric acid ((97 mg, 0.94 mmol) (Oakwood) in DMF (3 mL) was added NaOMe solid (68 mg, 1.25 mmol). The resultant mixture was heated in a 150-160° C. oil bath for 3 h. Reaction mixture was diluted with water (100 mL) and acidified by 1 N HCl to pH=3-4. Precipitate was collected and dried. Crude residue was purified by silica gel chromatography, eluting with 10-50% EtOAc/C... The reactants are CC(C)O, [H][H], Cc1c(O)ccc(C=O)c1O, O=P(O)(O)O. The product is Cc1ccc(O)c(C)c1O. RXN SMILES: [CH:19]([OH:20])([CH3:21])[CH3:22].[H:17][H:18].[OH:1][c:2]1[c:3]([CH:4]=[O:5])[cH:6][cH:7][c:8]([OH:11])[c:9]1[CH3:10].[P:12](=[O:13])([OH:14])([OH:15])[OH:16]>>[OH:1][c:2]1[c:3]([CH3:4])[cH:6][cH:7][c:8]([OH:11])[c:9]1[CH3:10]. The reactants are C([O-])([O-])=O.[Na+].[Na+] (sodium carbonate), O (water), BrC1=C(SC=2C1=C1C=CC=NC1=CC2)C(C(=O)OC)OC(C)(C)C (methyl 2-{1-bromothieno[3,2-f]quinolin-2-yl}-2-(tert-butoxy)acetate), CC1(OB(OC1(C)C)C=1C=C2CCCOC2=CC1)C (6-(4,4,5,5-tetramethyl-1,3,2-dioxaborolan-2-yl)chroman), O (water). Reagents/catalysts: C1(=CC=CC=C1)P(C1=CC=CC=C1)C1=CC=CC=C1.C1(=CC=CC=C1)P(C1=CC=CC=C1)C1=CC=CC=C1.C1(=CC=CC=C1)P(C1=CC=CC=C1)C1=CC=CC=C1.C1(=CC=CC=C1)P(C1=CC=CC=C1)C1=CC=CC=C1.[Pd] (palladium tetrakis(triphenylphosphine)). Solvent: CN(C=O)C (N,N-dimethylformamide). Conditions: temperature 100 celsius. Product: C(C)(C)(C)OC(C(=O)OC)C1=C(C2=C3C=CC=NC3=CC=C2S1)C=1C=CC2=C(CCCO2)C1 (methyl 2-(tert-butoxy)-2-[1-(3,4-dihydro-2H-1-benzopyran-6-yl)thieno[3,2-f]quinolin-2-yl]acetate). The yield is 28.6%. RXN SMILES: C(=O)([O-])[O-].[Na+].[Na+].O.Br[C:9]1[C:13]2=[C:14]3[C:19](=[CH:20][CH:21]=[C:12]2[S:11][C:10]=1[CH:22]([O:27][C:28]([CH3:31])([CH3:30])[CH3:29])[C:23]([O:25][CH3:26])=[O:24])[N:18]=[CH:17][CH:16]=[CH:15]3.CC1(C)C(C)(C)OB([C:40]2[CH:41]=[C:42]3[C:47](=[CH:48][CH:49]=2)[O:46][CH2:45][CH2:44][CH2:43]3)O1>CN(C)C=O.C1(P(C2C=CC=CC=2)C2C=CC=CC=2)C=CC=CC=1.C1(P(C2C=CC=CC=2)C2C=CC=CC=2)C=CC=CC=1.C1(P(C2C=CC=CC=2)C2C=CC=CC=2)C=CC=CC=1.C1(P(C2C=CC=CC=2)C2C=CC=CC=2)C=CC=CC=1.[Pd]>[C:28]([O:27][CH:22]([C:10]1[S:11][C:12]2[C:13](=[C:14]3[C:19](=[CH:20][CH:21]=2)[N:18]=[CH:17][CH:16]=[CH:15]3)[C:9]=1[C:40]1[CH:49]=[CH:48][C:47]2[O:46][CH2:45][CH2:44][CH2:43][C:42]=2[CH:41]=1)[C:23]([O:25][CH3:26])=[O:24])([CH3:31])([CH3:30])[CH3:29] |f:0.1.2,7.8.9.10.11|. Procedure: Under argon atmosphere, sodium carbonate (15.7 mg, 0.15 mmol), water (0.8 mL), and methyl 2-{1-bromothieno[3,2-f]quinolin-2-yl}-2-(tert-butoxy)acetate (16i) (55 mg, 0.14 mmol) were added to a solution of 6-(4,4,5,5-tetramethyl-1,3,2-dioxaborolan-2-yl)chroman (38.5 mg, 0.15 mmol) in N,N-dimethylformamide (3 mL). The solution was degassed under argon and palladium tetrakis(triphenylphosphine) (47 mg, 0.04 mmol) was added. The mixture was heated at 100° C. for 4 hours. The mixture was then cooled a...